This data is from the Open Reaction Database (ORD), a public repository of structured organic reaction records. The task is: describe an organic reaction: reactants, conditions, products, and yield Reactants: COc1ccc(N2CCOCC2)c2sc(NC(=O)c3ccnc(Br)c3)nc12, O=C([O-])[O-], CC(=O)N1CCNCC1, [Cs+], [Cs+]. Yields the product COc1ccc(N2CCOCC2)c2sc(NC(=O)c3ccnc(N4CCN(C(C)=O)CC4)c3)nc12. Reaction SMILES: [Br:1][c:2]1[cH:3][c:4]([C:5](=[O:6])[NH:7][c:8]2[s:9][c:10]3[c:11]([n:12]2)[c:13]([O:23][CH3:24])[cH:14][cH:15][c:16]3[N:17]2[CH2:18][CH2:19][O:20][CH2:21][CH2:22]2)[cH:25][cH:26][n:27]1.[C:28](=[O:29])([O-:30])[O-:31].[C:34]([CH3:35])(=[O:36])[N:37]1[CH2:38][CH2:39][NH:40][CH2:41][CH2:42]1.[Cs+:32].[Cs+:33]>>[c:2]1([N:40]2[CH2:39][CH2:38][N:37]([C:34]([CH3:35])=[O:36])[CH2:42][CH2:41]2)[cH:3][c:4]([C:5](=[O:6])[NH:7][c:8]2[s:9][c:10]3[c:11]([n:12]2)[c:13]([O:23][CH3:24])[cH:14][cH:15][c:16]3[N:17]2[CH2:18][CH2:19][O:20][CH2:21][CH2:22]2)[cH:25][cH:26][n:27]1. The reactants are COC(=O)c1cc(Br)c(O)c(O)c1Cl, CCCCC, ClC(Cl)(c1ccccc1)c1ccccc1. Reaction SMILES: [Br:1][c:2]1[c:3]([OH:14])[c:4]([OH:13])[c:5]([Cl:12])[c:6]([C:7](=[O:8])[O:9][CH3:10])[cH:11]1.[CH3:30][CH2:31][CH2:32][CH2:33][CH3:34].[Cl:15][C:16]([c:17]1[cH:18][cH:19][cH:20][cH:21][cH:22]1)([c:23]1[cH:24][cH:25][cH:26][cH:27][cH:28]1)[Cl:29]>>[Br:1][c:2]1[c:3]2[c:4]([c:5]([Cl:12])[c:6]([C:7](=[O:8])[O:9][CH3:10])[cH:11]1)[O:13][C:16]([c:17]1[cH:18][cH:19][cH:20][cH:21][cH:22]1)([c:23]1[cH:24][cH:25][cH:26][cH:27][cH:28]1)[O:14]2. The product is COC(=O)c1cc(Br)c2c(c1Cl)OC(c1ccccc1)(c1ccccc1)O2. Starting materials: C1(C=2C(C(N1)=O)=CC=CC2)=O.[K] (Potassium phthalimide), CS(=O)(=O)OC[C@@H]1CN(CCO1)C(=O)OC(C)(C)C ((S)-tert-butyl 2-((methylsulfonyloxy)methyl)morpholine-4-carboxylate), O (water). Solvent: CN(C)C=O (DMF). Run at temperature 112.5 celsius, time 16 hour. Yields the product O=C1N(C(C2=CC=CC=C12)=O)C[C@@H]1CN(CCO1)C(=O)OC(C)(C)C ((R)-tert-butyl 2-((1,3-dioxoisoindolin-2-yl)methyl)morpholine-4-carboxylate). The yield is 86388.6%. As a reaction SMILES: [C:1]1(=[O:11])[NH:5][C:4](=[O:6])[C:3]2=[CH:7][CH:8]=[CH:9][CH:10]=[C:2]12.[K].CS(O[CH2:18][C@H:19]1[O:24][CH2:23][CH2:22][N:21]([C:25]([O:27][C:28]([CH3:31])([CH3:30])[CH3:29])=[O:26])[CH2:20]1)(=O)=O.O>CN(C=O)C>[O:6]=[C:4]1[C:3]2[C:2](=[CH:10][CH:9]=[CH:8][CH:7]=2)[C:1](=[O:11])[N:5]1[CH2:18][C@H:19]1[O:24][CH2:23][CH2:22][N:21]([C:25]([O:27][C:28]([CH3:29])([CH3:31])[CH3:30])=[O:26])[CH2:20]1 |f:0.1,^1:11|. Procedure details: Potassium phthalimide (28.4 g 0.15 mol) was added to a solution of (S)-tert-butyl 2-((methylsulfonyloxy)methyl)morpholine-4-carboxylate (37.7 g, 0.13 mmol) in DMF (256 mL). The resulting mixture was stirred at 110-115° C. for 16 hr, and then cooled to room temperature and poured into water (500 mL). The aqueous layer was extracted with CH2Cl2 (3×250 mL). The combined organic layers were then washed with brine, dried over MgSO4, filtered, and concentrated under reduced pressure. The residue was d...